From a dataset of the Open Reaction Database (ORD), a public repository of structured organic reaction records. describe an organic reaction: reactants, conditions, products, and yield The reactants are O1CCN(CC1)CCCNC1=NC=C(C=N1)[N+](=O)[O-] (N-(3-morpholinopropyl)-5-nitropyrimidin-2-amine). Reagents/catalysts: [Pd] (Pd/C). Solvent: CO (MeOH), CCOC(=O)C (EtOAc). Conditions: time 8 hour. Product: O1CCN(CC1)CCCNC1=NC=C(C=N1)N (N2-(3-morpholinopropyl)pyrimidine-2,5-diamine), rust. RXN SMILES: [O:1]1[CH2:6][CH2:5][N:4]([CH2:7][CH2:8][CH2:9][NH:10][C:11]2[N:16]=[CH:15][C:14]([N+:17]([O-])=O)=[CH:13][N:12]=2)[CH2:3][CH2:2]1>CCOC(C)=O.CO.[Pd]>[O:1]1[CH2:6][CH2:5][N:4]([CH2:7][CH2:8][CH2:9][NH:10][C:11]2[N:12]=[CH:13][C:14]([NH2:17])=[CH:15][N:16]=2)[CH2:3][CH2:2]1. Procedure details: The crude N-(3-morpholinopropyl)-5-nitropyrimidin-2-amine was combined with 10% Pd/C (500 mg) in EtOAc (20 mL) and MeOH (10 mL) was added. The mixture was purged with H2 and allowed to stir under 1 atm H2 overnight. Filtration through a pad of celite and concentration afforded N2-(1-methylpiperidin-4-yl)pyrimidine-2,5-diamine 16 as a thick rust colored oil, which may be used without further purification. MS: m/z found 270 [MH+]. The reactants are CC(C)(C)c1nc2cc(S(=O)(=O)n3cc(C=O)cn3)ccc2n1CC1CCOCC1, CN(C)C=O. Yields the product CC(C)(C)c1nc2cc(S(=O)(=O)n3cc(C(=O)O)cn3)ccc2n1CC1CCOCC1. Reaction SMILES: [C:1]([CH3:2])([CH3:3])([CH3:4])[c:5]1[n:6][c:7]2[c:8]([n:9]1[CH2:10][CH:11]1[CH2:12][CH2:13][O:14][CH2:15][CH2:16]1)[cH:17][cH:18][c:19]([S:21](=[O:22])(=[O:23])[n:24]1[n:25][cH:26][c:27]([CH:29]=[O:30])[cH:28]1)[cH:20]2.[O:31]=[CH:32][N:33]([CH3:34])[CH3:35]>>[C:1]([CH3:2])([CH3:3])([CH3:4])[c:5]1[n:6][c:7]2[c:8]([n:9]1[CH2:10][CH:11]1[CH2:12][CH2:13][O:14][CH2:15][CH2:16]1)[cH:17][cH:18][c:19]([S:21](=[O:22])(=[O:23])[n:24]1[n:25][cH:26][c:27]([C:29](=[O:30])[OH:31])[cH:28]1)[cH:20]2. Reactants: COC1=CC=C(C=C1)C1=CC=C(C=C1)S(=O)(=O)CC(CC)NO (N-[1-[[(4′-methoxy[1,1′-biphenyl]-4-yl)sulfonyl]methyl]propyl]-N-hydroxy amine), C(C)(=O)OC=O (formic acetic anhydride). Run in C1CCOC1 (THF). Reaction conditions: time 2 hour. Product: COC1=CC=C(C=C1)C1=CC=C(C=C1)S(=O)(=O)CC(CC)N(C=O)O (N-[1-[[(4′-methoxy[1,1′-biphenyl]-4-yl)sulfonyl]methyl]propyl]-N-hydroxyformamide). Yield: 40.5%. As a reaction SMILES: [CH3:1][O:2][C:3]1[CH:8]=[CH:7][C:6]([C:9]2[CH:14]=[CH:13][C:12]([S:15]([CH2:18][CH:19]([NH:22][OH:23])[CH2:20][CH3:21])(=[O:17])=[O:16])=[CH:11][CH:10]=2)=[CH:5][CH:4]=1.[C:24](OC=O)(=[O:26])C>C1COCC1>[CH3:1][O:2][C:3]1[CH:4]=[CH:5][C:6]([C:9]2[CH:14]=[CH:13][C:12]([S:15]([CH2:18][CH:19]([N:22]([OH:23])[CH:24]=[O:26])[CH2:20][CH3:21])(=[O:16])=[O:17])=[CH:11][CH:10]=2)=[CH:7][CH:8]=1. Procedure: A solution of Example 75C (0.24 g, 0.72 mmol) in THF (30 mL) cooled to 0° C. was treated with formic acetic anhydride (64 mg, 0.72 mmol), stirred for 2 hours, partitioned between water and dichloromethane, dried (Mg2SO4), filtered, and concentrated to afford 0.25 g of crude product which was recrystallized in ethyl acetate to provide 106 mg (41%) of the title compound. The reactants are CC(C)(C)OC(=O)NC1CCNCC1, O=C([O-])[O-], CCCC[N+](CCCC)(CCCC)CCCC, CC#N, [I-], [K+], [K+], O, BrCCC(c1ccccc1)c1ccccc1. Product: CC(C)(C)OC(=O)NC1CCN(CCC(c2ccccc2)c2ccccc2)CC1. As a reaction SMILES: [C:1](=[O:2])([O:3][C:4]([CH3:5])([CH3:6])[CH3:7])[NH:8][CH:9]1[CH2:10][CH2:11][NH:12][CH2:13][CH2:14]1.[C:31](=[O:32])([O-:33])[O-:34].[CH2:42]([N+:43]([CH2:44][CH2:45][CH2:46][CH3:47])([CH2:48][CH2:49][CH2:50][CH3:51])[CH2:52][CH2:53][CH2:54][CH3:55])[CH2:56][CH2:57][CH3:58].[CH3:38][C:39]#[N:40].[I-:41].[K+:35].[K+:36].[OH2:37].[c:15]1([CH:21]([CH2:22][CH2:23][Br:24])[c:25]2[cH:26][cH:27][cH:28][cH:29][cH:30]2)[cH:16][cH:17][cH:18][cH:19][cH:20]1>>[C:1](=[O:2])([O:3][C:4]([CH3:5])([CH3:6])[CH3:7])[NH:8][CH:9]1[CH2:10][CH2:11][N:12]([CH2:23][CH2:22][CH:21]([c:15]2[cH:16][cH:17][cH:18][cH:19][cH:20]2)[c:25]2[cH:26][cH:27][cH:28][cH:29][cH:30]2)[CH2:13][CH2:14]1. The reactants are BrCC1CCCCC1, C[O-], CO, Cl, [Na+], Oc1ccccc1O. Yields the product Oc1ccccc1OCC1CCCCC1. RXN SMILES: [Br:14][CH2:15][CH:16]1[CH2:17][CH2:18][CH2:19][CH2:20][CH2:21]1.[CH3:11][O-:12].[CH3:9][OH:10].[ClH:22].[Na+:13].[OH:1][c:2]1[cH:3][cH:4][cH:5][cH:6][c:7]1[OH:8]>>[O:1]([c:2]1[cH:3][cH:4][cH:5][cH:6][c:7]1[OH:8])[CH2:15][CH:16]1[CH2:17][CH2:18][CH2:19][CH2:20][CH2:21]1. Starting materials: CC(C)(C)OC(=O)N1Cc2cc(Cl)c(C3=CCOC3)cc2C1, O=[Pt]=O. Yields the product CC(C)(C)OC(=O)N1Cc2cc(Cl)c(C3CCOC3)cc2C1. As a reaction SMILES: [C:1]([CH3:2])([CH3:3])([CH3:4])[O:5][C:6](=[O:7])[N:8]1[CH2:9][c:10]2[cH:11][c:12]([C:18]3=[CH:22][CH2:21][O:20][CH2:19]3)[c:13]([Cl:17])[cH:14][c:15]2[CH2:16]1.[Pt:23](=[O:24])=[O:25]>>[C:1]([CH3:2])([CH3:3])([CH3:4])[O:5][C:6](=[O:7])[N:8]1[CH2:9][c:10]2[cH:11][c:12]([CH:18]3[CH2:19][O:20][CH2:21][CH2:22]3)[c:13]([Cl:17])[cH:14][c:15]2[CH2:16]1. The reactants are C(C)C1=C(C(N=CN1)=O)C (6-Ethyl-5-methyl-4(1H)-pyrimidinone), C(C)C1=C(C(N=CN1)=O)C (6-Ethyl-5-methyl-4(1H)-pyrimidinone), P(=O)(Cl)(Cl)Cl (phosphorus oxychloride). The product is ClC1=NC=NC(=C1C)CC (4-chloro-6-ethyl-5-methylpyrimidine). The yield is 84.3%. Reaction SMILES: [CH2:1]([C:3]1[NH:8][CH:7]=[N:6][C:5](=O)[C:4]=1[CH3:10])[CH3:2].P(Cl)(Cl)([Cl:13])=O>>[Cl:13][C:5]1[C:4]([CH3:10])=[C:3]([CH2:1][CH3:2])[N:8]=[CH:7][N:6]=1. Procedure details: 6-Ethyl-5-methyl-4(1H)-pyrimidinone (Intermediate 40, 1.382 g, 10 mmol) was added to a stirred solution of phosphorus oxychloride (4.66 ml, 50.0 mmol) and the reaction mixture was heated under reflux for 2 hours. After this time the reaction mixture was cooled to room temperature, the solvent was removed under reduced pressure. The viscous residue was dissolved in DCM and the resulting residue was poured into a stirred mixture of ice and 2M aqueous hydrochloric acid and the extracted with DCM (×... Reactants: C(CCl)Cl (EDC), C=1C=CC2=C(C1)N=NN2O (HOBT), NCC=1C(=C(C(=CC1)Cl)OC=1C=C(C#N)C=C(C1)Cl)F (3-{[3-(aminomethyl)-6-chloro-2-fluorophenyl]oxy}-5-chlorobenzonitrile), CC(C)(C)OC(=O)N(C=1NC=C(N1)C(=O)O)C(=O)OC(C)(C)C (2-(bis{[(1,1-dimethylethyl)oxy]carbonyl}amino)-1H-imidazole-4-carboxylic acid), C([O-])(O)=O.[Na+] (sodium bicarbonate). The solvent is CN(C)C=O (DMF). Run at time 8 hour. Product: CC(C)(C)OC(=O)N(C(=O)OC(C)(C)C)C=1NC=C(N1)C(=O)NCC1=C(C(=C(C=C1)Cl)OC1=CC(=CC(=C1)C#N)Cl)F (bis(1,1-dimethylethyl)(4-{[({4-chloro-3-[(3-chloro-5-cyanophenyl)oxy]-2-fluorophenyl}methyl)amino]carbonyl}-1H-imidazol-2-yl)imidodicarbonate). Reaction SMILES: C(Cl)CCl.C1C=CC2N(O)N=NC=2C=1.[NH2:15][CH2:16][C:17]1[C:18]([F:34])=[C:19]([O:24][C:25]2[CH:26]=[C:27]([CH:30]=[C:31]([Cl:33])[CH:32]=2)[C:28]#[N:29])[C:20]([Cl:23])=[CH:21][CH:22]=1.[CH3:35][C:36]([O:39][C:40]([N:42]([C:51]([O:53][C:54]([CH3:57])([CH3:56])[CH3:55])=[O:52])[C:43]1[NH:44][CH:45]=[C:46]([C:48](O)=[O:49])[N:47]=1)=[O:41])([CH3:38])[CH3:37].C(=O)(O)[O-].[Na+]>CN(C=O)C>[CH3:38][C:36]([O:39][C:40]([N:42]([C:43]1[NH:44][CH:45]=[C:46]([C:48]([NH:15][CH2:16][C:17]2[CH:22]=[CH:21][C:20]([Cl:23])=[C:19]([O:24][C:25]3[CH:26]=[C:27]([C:28]#[N:29])[CH:30]=[C:31]([Cl:33])[CH:32]=3)[C:18]=2[F:34])=[O:49])[N:47]=1)[C:51]([O:53][C:54]([CH3:55])([CH3:56])[CH3:57])=[O:52])=[O:41])([CH3:35])[CH3:37] |f:4.5|. Reported procedure: EDC (0.035 g, 0.183 mmol) and HOBT (0.025 g, 0.183 mmol) were added to a solution of 3-{[3-(aminomethyl)-6-chloro-2-fluorophenyl]oxy}-5-chlorobenzonitrile (0.048 g, 0.153 mmol) and 2-(bis{[(1,1-dimethylethyl)oxy]carbonyl}amino)-1H-imidazole-4-carboxylic acid (0.050 g, 0.153 mmol) in DMF (2 mL). The mixture was stirred at RT overnight. Saturated aqueous sodium bicarbonate was added and the reaction mixture was extracted with ethyl acetate. The organic layer was dried over sodium sulfate and conce...